This data is from the Open Reaction Database (ORD), a public repository of structured organic reaction records. The task is: describe an organic reaction: reactants, conditions, products, and yield Reactants: S(O)(O)(=O)=O (sulfuric acid), [N+](=O)(O)[O-] (nitric acid), C12C(C3CC(CC(C1)C3)C2)N (2-adamantylamine), ice water, [OH-].[Na+] (sodium hydroxide). Solvent: O (water). Reaction conditions: time 2 hour. Product: NC1C2CC3(CC(CC1C3)C2)O (4-Aminoadamantan-1-ol). Yield: 61.0%. Reaction SMILES: S(=O)(=O)(O)O.[N+]([O-])(O)=O.[CH:10]12[CH2:19][CH:14]3[CH2:15][CH:16]([CH2:18][CH:12]([CH2:13]3)[CH:11]1[NH2:20])[CH2:17]2.[OH-:21].[Na+]>O>[NH2:20][CH:11]1[CH:12]2[CH2:18][C:16]3([OH:21])[CH2:15][CH:14]([CH2:19][CH:10]1[CH2:17]3)[CH2:13]2 |f:3.4|. Procedure: Concentrated sulfuric acid (35 mL) was mixed with concentrated nitric acid (4.5 mL) and 2-adamantylamine (5.10 g, 4.57 mmol) under cooling with ice, and the reaction mixture was stirred at room temperature for 2 hours. The reaction mixture was added to ice water and adjusted to pH 10 with 7.5 M aqueous sodium hydroxide. After addition of water, the reaction mixture was extracted with chloroform, and the organic layer was dried over anhydrous magnesium sulfate and concentrated under reduced press...